Dataset: the Open Reaction Database (ORD), a public repository of structured organic reaction records. Task: describe an organic reaction: reactants, conditions, products, and yield The reactants are N#Cc1c(Br)cc([N+](=O)[O-])c2ccccc12, CCO, [Cl-], [Fe], [NH4+], O. Yields the product N#Cc1c(Br)cc(N)c2ccccc12. Reaction SMILES: [Br:1][c:2]1[c:3]([C:15]#[N:16])[c:4]2[cH:5][cH:6][cH:7][cH:8][c:9]2[c:10]([N+:12]([O-:13])=[O:14])[cH:11]1.[CH3:19][CH2:20][OH:21].[Cl-:17].[Fe:22].[NH4+:18].[OH2:23]>>[Br:1][c:2]1[c:3]([C:15]#[N:16])[c:4]2[cH:5][cH:6][cH:7][cH:8][c:9]2[c:10]([NH2:12])[cH:11]1.